Dataset: the Open Reaction Database (ORD), a public repository of structured organic reaction records. Task: describe an organic reaction: reactants, conditions, products, and yield Reactants: C(C1=CC=CC=C1)N1CCC(CC1)N(C1=NC=CC=C1[N+](=O)[O-])CC (1-Benzyl-4-[N-ethyl-N-(3-nitro-2-pyridinyl)amino]piperidine). The reagents and catalysts are [Pt]=O (platinum oxide). The solvent is C(C)O (ethanol). Conditions: time 1 hour. The product is C(C1=CC=CC=C1)N1CCC(CC1)N(C1=NC=CC=C1N)CC (1-Benzyl-4-[N-ethyl-N-(3-amino-2-pyridinyl)amino]piperidine). As a reaction SMILES: [CH2:1]([N:8]1[CH2:13][CH2:12][CH:11]([N:14]([CH2:24][CH3:25])[C:15]2[C:20]([N+:21]([O-])=O)=[CH:19][CH:18]=[CH:17][N:16]=2)[CH2:10][CH2:9]1)[C:2]1[CH:7]=[CH:6][CH:5]=[CH:4][CH:3]=1>C(O)C.[Pt]=O>[CH2:1]([N:8]1[CH2:13][CH2:12][CH:11]([N:14]([CH2:24][CH3:25])[C:15]2[C:20]([NH2:21])=[CH:19][CH:18]=[CH:17][N:16]=2)[CH2:10][CH2:9]1)[C:2]1[CH:7]=[CH:6][CH:5]=[CH:4][CH:3]=1. Procedure: 1-Benzyl-4-[N-ethyl-N-(3-nitro-2-pyridinyl)amino]piperidine (EXAMPLE 204, Part A, 1.0 g, 3.05 mmol) is dissolved in ethanol (170 ml) and 0.25 g of platinum oxide is added. The reaction is placed on a Parr hydrogenator at 10 psi for 1 hr and then it is filtered through diatomaceous earth and concentrated under reduced pressure to give the title compound, NMR (300 MHz, CD3OD) 7.52, 7.17, 6.97, 6.79, 3.37, 3.02, 2.94, 2.75, 1.90, 1.60, 1.52 and 0.74δ. Starting materials: [OH-].[Na+] (NaOH), Cl.NO (hydroxylamine hydrochloride), C1(=CC=CC=C1)C1(OCCO1)CC#N ((2-phenyl-1,3-dioxolan-2-yl)acetonitrile). Solvent: CO (methanol). Reaction conditions: time 15 minute. The product is ONC(CC1(OCCO1)C1=CC=CC=C1)=N (N-Hydroxy-2-(2-phenyl-1,3-dioxolan-2-yl)-ethanimidamide). Yield: 85.1%. Reaction SMILES: [OH-:1].[Na+].Cl.[NH2:4]O.[C:6]1([C:12]2([CH2:17][C:18]#[N:19])[O:16][CH2:15][CH2:14][O:13]2)[CH:11]=[CH:10][CH:9]=[CH:8][CH:7]=1>CO>[OH:1][NH:19][C:18](=[NH:4])[CH2:17][C:12]1([C:6]2[CH:7]=[CH:8][CH:9]=[CH:10][CH:11]=2)[O:16][CH2:15][CH2:14][O:13]1 |f:0.1,2.3|. Procedure details: NaOH (3.1 g, 77 mmol) is added to hydroxylamine hydrochloride (5.2 g, 75 mmol) at 0° C. and is stirred for 15 min. A solution of (2-phenyl-1,3-dioxolan-2-yl)acetonitrile (7 g, 37 mmol) in methanol (25 mL) is added dropwise to the reaction mixture at 0° C. The reaction mixture is allowed to warm to room temperature and is heated at 90° C. for 16 h. The solvent was evaporated under reduced pressure to afford the title compound as a brown solid (7 g, 85%) which is used in the next step without puri... Reactants: CC=1C=NC(=NC1)C1=CC=CC=C1 (5-methyl-2-phenyl-pyrimidine), BrN1C(CCC1=O)=O (N-bromosuccinimide), N(=NC(C#N)(C)C)C(C#N)(C)C (a,a'-azobis(isobutyronitrile)). Solvent: C(Cl)(Cl)(Cl)Cl (carbon tetrachloride). RXN SMILES: [CH3:1][C:2]1[CH:3]=[N:4][C:5]([C:8]2[CH:13]=[CH:12][CH:11]=[CH:10][CH:9]=2)=[N:6][CH:7]=1.[Br:14]N1C(=O)CCC1=O.N(C(C)(C)C#N)=NC(C)(C)C#N>C(Cl)(Cl)(Cl)Cl>[Br:14][CH2:1][C:2]1[CH:3]=[N:4][C:5]([C:8]2[CH:9]=[CH:10][CH:11]=[CH:12][CH:13]=2)=[N:6][CH:7]=1. Procedure details: A suspension of 5-methyl-2-phenyl-pyrimidine (3.0 g, 17.6 mmol), N-bromosuccinimide (2.0 g, 11.2 mmol) and a,a'-azobis(isobutyronitrile) (0.10 g, 0.61 mmol) in dry carbon tetrachloride (150 mL) is refluxed for 0.5 hours. After cooling to room temperature, the mixture is filtered and the filtrate is concentrated in vacuo, giving 5-bromomethyl-2-phenyl-pyrimidine as an orange oil. The product is BrCC=1C=NC(=NC1)C1=CC=CC=C1 (5-bromomethyl-2-phenyl-pyrimidine). Reaction SMILES: [I:1][C:2]1[CH:7]=[CH:6][C:5]([C:8]([OH:10])=[O:9])=[CH:4][N:3]=1.[CH2:11](O)[C:12]1[CH:17]=[CH:16][CH:15]=[CH:14][CH:13]=1.C1(N=C=NC2CCCCC2)CCCCC1>ClCCl.CN(C)C1C=CN=CC=1>[I:1][C:2]1[CH:7]=[CH:6][C:5]([C:8]([O:10][CH2:11][C:12]2[CH:17]=[CH:16][CH:15]=[CH:14][CH:13]=2)=[O:9])=[CH:4][N:3]=1. The reagents and catalysts are CN(C1=CC=NC=C1)C (4-dimethylaminopyridine). Starting materials: IC1=NC=C(C=C1)C(=O)O (2-iodopyridine-5-carboxylic acid), 4, C(C1=CC=CC=C1)O (benzyl alcohol), C1(CCCCC1)N=C=NC1CCCCC1 (dicyclohexylcarbodiimide). Product: IC1=NC=C(C=C1)C(=O)OCC1=CC=CC=C1 (benzyl 2-iodopyridine-5-carboxylate). Run in ClCCl (dichloromethane). Reaction conditions: time 2 hour. Procedure: 11 g of 2-iodopyridine-5-carboxylic acid were suspended in 300 ml of dichloromethane and 4 8 g of benzyl alcohol, 10 g of dicyclohexylcarbodiimide and 100 mg of 4-dimethylaminopyridine were added. The mixture was stirred at room temperature and, after 2 hours, filtered. The filtrate was evaporated and the residue was chromatographed on silica gel using firstly ethyl acetate/petroleum ether (1:9) and then ethyl acetate/petroleum ether (1:6) for the elution. There were obtained 12.2 g of benzyl 2-... Starting materials: CCOC(C)=O, COCCOC, OB(O)c1ccccc1Cl, CNc1cnc(Cl)cc1I, [Na+], [Na+], O=C([O-])[O-], CC(=O)[O-], CC(=O)[O-], [Pd+2], c1ccc(P(c2ccccc2)c2ccccc2)cc1. Product: CNc1cnc(Cl)cc1-c1ccccc1Cl. Reaction SMILES: [CH3:46][CH2:47][O:48][C:49](=[O:50])[CH3:51].[CH3:61][O:62][CH2:63][CH2:64][O:65][CH3:66].[Cl:11][c:12]1[c:13]([B:18]([OH:19])[OH:20])[cH:14][cH:15][cH:16][cH:17]1.[Cl:1][c:2]1[cH:3][c:4]([I:10])[c:5]([NH:8][CH3:9])[cH:6][n:7]1.[Na+:40].[Na+:41].[O-:42][C:43](=[O:44])[O-:45].[O-:53][C:54]([CH3:55])=[O:56].[O-:57][C:58]([CH3:59])=[O:60].[Pd+2:52].[c:21]1([P:22]([c:23]2[cH:24][cH:25][cH:26][cH:27][cH:28]2)[c:29]2[cH:30][cH:31][cH:32][cH:33][cH:34]2)[cH:35][cH:36][cH:37][cH:38][cH:39]1>>[Cl:1][c:2]1[cH:3][c:4](-[c:13]2[c:12]([Cl:11])[cH:17][cH:16][cH:15][cH:14]2)[c:5]([NH:8][CH3:9])[cH:6][n:7]1. The reactants are O=S1(N(CCC1)C1=CC(=C(C(=O)O)C=C1)OC)=O (4-(1,1-dioxo-1λ6-isothiazolidin-2-yl)-2-methoxybenzoic acid), Cl.C1(CC1)C=1C(=NC=C(C1)C1CC1)N1CCNCC1 (1-(3,5-dicyclopropylpyridin-2-yl)piperazine hydrochloride). The product is C1(CC1)C=1C(=NC=C(C1)C1CC1)N1CCN(CC1)C(=O)C1=C(C=C(C=C1)N1S(CCC1)(=O)=O)OC ([4-(3,5-dicyclopropylpyridin-2-yl)piperazin-1-yl][4-(1,1-dioxo-1λ6-isothiazolidin-2-yl)-2-methoxyphenyl]methanone). The yield is 69.9%. Reaction SMILES: [O:1]=[S:2]1(=[O:18])[CH2:6][CH2:5][CH2:4][N:3]1[C:7]1[CH:15]=[CH:14][C:10]([C:11]([OH:13])=O)=[C:9]([O:16][CH3:17])[CH:8]=1.Cl.[CH:20]1([C:23]2[C:24]([N:32]3[CH2:37][CH2:36][NH:35][CH2:34][CH2:33]3)=[N:25][CH:26]=[C:27]([CH:29]3[CH2:31][CH2:30]3)[CH:28]=2)[CH2:22][CH2:21]1>>[CH:20]1([C:23]2[C:24]([N:32]3[CH2:33][CH2:34][N:35]([C:11]([C:10]4[CH:14]=[CH:15][C:7]([N:3]5[CH2:4][CH2:5][CH2:6][S:2]5(=[O:1])=[O:18])=[CH:8][C:9]=4[O:16][CH3:17])=[O:13])[CH2:36][CH2:37]3)=[N:25][CH:26]=[C:27]([CH:29]3[CH2:31][CH2:30]3)[CH:28]=2)[CH2:21][CH2:22]1 |f:1.2|. Procedure details: Using 4-(1,1-dioxo-1λ6-isothiazolidin-2-yl)-2-methoxybenzoic acid (271 mg) described in Preparation Example 19 and 1-(3,5-dicyclopropylpyridin-2-yl)piperazine hydrochloride (316 mg) described in Preparation Example 87 and by the reaction and treatment in the same manner as in Example 86, the title compound (347 mg) was obtained.